Dataset: the Open Reaction Database (ORD), a public repository of structured organic reaction records. Task: describe an organic reaction: reactants, conditions, products, and yield The solvent is CN(C=O)C (N,N-dimethylformamide). Yields the product C(C)(=O)NC=1C(=C(C(=O)OC(C(=O)OCC)CC)C(=C(C1I)NC(C)=O)I)I (Ethyl 2-(3,5-bis(acetylamino)-2,4,6-triiodobenzoyloxy)butyrate). RXN SMILES: [CH3:1][C:2]([NH:4][C:5]1[C:10]([I:11])=[C:9]([NH:12][C:13]([CH3:15])=[O:14])[C:8]([I:16])=[C:7]([C:17]([O-:19])=[O:18])[C:6]=1[I:20])=[O:3].[Na+].Br[CH:23]([CH2:29][CH3:30])[C:24]([O:26][CH2:27][CH3:28])=[O:25].[OH-].[NH4+]>CN(C)C=O>[C:13]([NH:12][C:9]1[C:8]([I:16])=[C:7]([C:6]([I:20])=[C:5]([NH:4][C:2](=[O:3])[CH3:1])[C:10]=1[I:11])[C:17]([O:19][CH:23]([CH2:29][CH3:30])[C:24]([O:26][CH2:27][CH3:28])=[O:25])=[O:18])(=[O:14])[CH3:15] |f:0.1,3.4|. Procedure: To 500 mL of dry N,N-dimethylformamide was added 159 g (0.250 mol) sodium diatrizoate and 54.5 g (0.280 mol) of ethyl 2-bromobutyrate. The mixture was heated on a steam bath for 20 h, cooled to room temperature and poured into 3 L of dilute ammonium hydroxide. The solid was filtered, washing with water, and air-dried. The solid was further purified by crystallization from 50% aqueous ethanol (after treatment with decolorizing carbon) affording two crops which were dried at 100° C. overnight to a... Yield: 66.5%. The reactants are CC(=O)NC1=C(C(=C(C(=C1I)NC(=O)C)I)C(=O)[O-])I.[Na+] (sodium diatrizoate), BrC(C(=O)OCC)CC (ethyl 2-bromobutyrate), [OH-].[NH4+] (ammonium hydroxide). Starting materials: [H-].C(C(C)C)[Al+]CC(C)C (Di-isobutyl aluminium hydride), C(C)OC(=O)C=1C(=NN(C1)CC=1C=C2CCC(C2=CC1)NS(=O)(=O)C(C)C)C(F)(F)F (Ethyl-1-((1-(1-methylethylsulfonamido)-2,3-dihydro-1H-inden-5-yl)methyl)-3-(trifluoro methyl)-1H-pyrazole-4-carboxylate), [H-].C(C(C)C)[Al+]CC(C)C (di-isobutyl aluminium hydride). The solvent is C1CCOC1 (THF). Conditions: time 1.5 hour. Yields the product OCC=1C(=NN(C1)CC=1C=C2CCC(C2=CC1)NS(=O)(=O)C(C)C)C(F)(F)F (N-(5-((4-(hydroxymethyl)-3-(trifluoromethyl)-1H-pyrazol-1-yl)methyl)-2,3-dihydro-1H-inden-1-yl)propane-2-sulfonamide). RXN SMILES: C([O:3][C:4]([C:6]1[C:7]([C:28]([F:31])([F:30])[F:29])=[N:8][N:9]([CH2:11][C:12]2[CH:13]=[C:14]3[C:18](=[CH:19][CH:20]=2)[CH:17]([NH:21][S:22]([CH:25]([CH3:27])[CH3:26])(=[O:24])=[O:23])[CH2:16][CH2:15]3)[CH:10]=1)=O)C.[H-].C([Al+]CC(C)C)C(C)C>C1COCC1>[OH:3][CH2:4][C:6]1[C:7]([C:28]([F:29])([F:31])[F:30])=[N:8][N:9]([CH2:11][C:12]2[CH:13]=[C:14]3[C:18](=[CH:19][CH:20]=2)[CH:17]([NH:21][S:22]([CH:25]([CH3:27])[CH3:26])(=[O:24])=[O:23])[CH2:16][CH2:15]3)[CH:10]=1 |f:1.2|. Reported procedure: Ethyl-1-((1-(1-methylethylsulfonamido)-2,3-dihydro-1H-inden-5-yl)methyl)-3-(trifluoro methyl)-1H-pyrazole-4-carboxylate (0.196 mmol, 90 mg) was dissolved in THF (5 mL) and cooled in an ice bath under nitrogen. Di-isobutyl aluminium hydride (0.588 mmol, 0.588 mL) was added dropwise and the reaction stirred for 1.5 h. The reaction mixture was warmed to room temperature and stirred for a further 30 min before an additional 0.2 ml of di-isobutyl aluminium hydride was added and stirring continued for...